This data is from the Open Reaction Database (ORD), a public repository of structured organic reaction records. The task is: describe an organic reaction: reactants, conditions, products, and yield The reactants are CCOC(=O)COc1c(C)cc(F)cc1C, CO, Cl, [Na+], [OH-]. Product: Cc1cc(F)cc(C)c1OCC(=O)O. Reaction SMILES: [CH3:1][c:2]1[c:3]([O:4][CH2:5][C:6](=[O:7])[O:8][CH2:9][CH3:10])[c:11]([CH3:16])[cH:12][c:13]([F:15])[cH:14]1.[CH3:20][OH:21].[ClH:19].[Na+:18].[OH-:17]>>[CH3:1][c:2]1[c:3]([O:4][CH2:5][C:6](=[O:7])[OH:8])[c:11]([CH3:16])[cH:12][c:13]([F:15])[cH:14]1. The reactants are O1CCOC2C1CNC2 (hexahydro-2H-[1,4]dioxino[2,3-c]pyrrole), C(#C)C=1C=C(C=CC1)NC1=NC=NC2=CC(=C(C=C12)OCCCCl)OC (N-(3-ethynylphenyl)-6-(3-chloropropoxy)-7-methoxyquinazolin-4-amine), C(=O)([O-])[O-].[K+].[K+] (K2CO3). The reagents and catalysts are [I-].C(CCC)[N+](CCCC)(CCCC)CCCC (tetrabutylammonium iodide). The solvent is CN(C)C=O (DMF). Reaction conditions: temperature 70 celsius. Yields the product C(#C)C=1C=C(C=CC1)NC1=NC=NC2=CC(=C(C=C12)OCCCN1CC2C(C1)OCCO2)OC (N-(3-ethynylphenyl)-7-methoxy-6-(3-(tetrahydro-2H-[1,4]dioxino[2,3-c]pyrrol-6(3H)-yl) propoxy)quinazolin-4-amine). The yield is 49.9%. As a reaction SMILES: [O:1]1[CH:6]2[CH2:7][NH:8][CH2:9][CH:5]2[O:4][CH2:3][CH2:2]1.[C:10]([C:12]1[CH:13]=[C:14]([NH:18][C:19]2[C:28]3[C:23](=[CH:24][C:25]([O:34][CH3:35])=[C:26]([O:29][CH2:30][CH2:31][CH2:32]Cl)[CH:27]=3)[N:22]=[CH:21][N:20]=2)[CH:15]=[CH:16][CH:17]=1)#[CH:11].C([O-])([O-])=O.[K+].[K+]>[I-].C([N+](CCCC)(CCCC)CCCC)CCC.CN(C=O)C>[C:10]([C:12]1[CH:13]=[C:14]([NH:18][C:19]2[C:28]3[C:23](=[CH:24][C:25]([O:34][CH3:35])=[C:26]([O:29][CH2:30][CH2:31][CH2:32][N:8]4[CH2:7][CH:6]5[O:1][CH2:2][CH2:3][O:4][CH:5]5[CH2:9]4)[CH:27]=3)[N:22]=[CH:21][N:20]=2)[CH:15]=[CH:16][CH:17]=1)#[CH:11] |f:2.3.4,5.6|. Reported procedure: A mixture of hexahydro-2H-[1,4]dioxino[2,3-c]pyrrole (0.31 g, 2.40 mmol, 1.20 eq), N-(3-ethynylphenyl)-6-(3-chloropropoxy)-7-methoxyquinazolin-4-amine (0.74 g, 2.00 mmol, 1.00 eq), anhydrous K2CO3 (1.00 g, 7.20 mmol, 3.60 eq) and tetrabutylammonium iodide (37 mg, 0.10 mmol, 0.05 eq) in DMF (8 mL) was heated at 70° C. for 11 h. The reaction mixture was cooled to room temperature and quenched with water (10 mL). The resulted mixture was diluted with EtOAc (20 mL) and the organic phase was separate... The reactants are C1(=CC=CC=C1)[C@@H]1COCC(N1)=O ((R)-5-phenylmorpholin-3-one), [N+](=O)(O)[O-] (nitric acid), [N+](=O)([O-])C1=CC=C(C=C1)[C@@H]1COCC(N1)=O ((R)-5-(4-nitrophenyl)morpholin-3-one). Solvent: S(O)(O)(=O)=O (sulfuric acid). Yields the product NC1=CC=C(C=C1)[C@@H]1COCC(N1)=O ((R)-5-(4-aminophenyl)morpholin-3-one). As a reaction SMILES: C1([C@H]2NC(=O)COC2)C=CC=CC=1.[N+]([O-])(O)=O.[N+:18]([C:21]1[CH:26]=[CH:25][C:24]([C@H:27]2[NH:32][C:31](=[O:33])[CH2:30][O:29][CH2:28]2)=[CH:23][CH:22]=1)([O-])=O>S(=O)(=O)(O)O>[NH2:18][C:21]1[CH:22]=[CH:23][C:24]([C@H:27]2[NH:32][C:31](=[O:33])[CH2:30][O:29][CH2:28]2)=[CH:25][CH:26]=1. Reported procedure: (R)-5-phenylmorpholin-3-one was allowed to react with nitric acid in concentrated sulfuric acid, and the resulting (R)-5-(4-nitrophenyl)morpholin-3-one (F: 223) was subjected to catalytic hydrogenation in the same manner as shown in Reference Example 3 to obtain (R)-5-(4-aminophenyl)morpholin-3-one. F: 193. Reactants: CCOC(=O)c1c(NC(=O)C2C(C)(C)C2(C)C)sc2c1CCCC2, COCCCN. Yields the product COCCCNC(=O)c1c(NC(=O)C2C(C)(C)C2(C)C)sc2c1CCCC2. Reaction SMILES: [CH3:1][C:2]1([CH3:24])[CH:3]([C:7](=[O:8])[NH:9][c:10]2[s:11][c:12]3[c:13]([c:14]2[C:15](=[O:16])[O:17][CH2:18][CH3:19])[CH2:20][CH2:21][CH2:22][CH2:23]3)[C:4]1([CH3:5])[CH3:6].[CH3:25][O:26][CH2:27][CH2:28][CH2:29][NH2:30]>>[CH3:1][C:2]1([CH3:24])[CH:3]([C:7](=[O:8])[NH:9][c:10]2[s:11][c:12]3[c:13]([c:14]2[C:15](=[O:16])[NH:30][CH2:29][CH2:28][CH2:27][O:26][CH3:25])[CH2:20][CH2:21][CH2:22][CH2:23]3)[C:4]1([CH3:5])[CH3:6]. Starting materials: OC=C1C(NC2=CC(=CC=C12)C(=O)C1=CC=C(C=C1)NC(=O)C=1N(N=C(C1)C)CC)=O (2-Ethyl-5-methyl-2H-pyrazole-3-carboxylic acid [4-(3-hydroxymethylene-2-oxo-2,3-dihydro-1H-indole-6-carbonyl)-phenyl]-amide), NC=1C=CC(=C(C1)O)C (5-amino-2-methylphenol). Solvent: C1CCOC1 (THF). Run at temperature 65 celsius, time 24 hour. Product: OC=1C=C(C=CC1C)NC=C1C(NC2=CC(=CC=C12)C(=O)C1=CC=C(C=C1)NC(=O)C=1N(N=C(C1)C)CC)=O (2-Ethyl-5-methyl-2H-pyrazole-3-carboxylic acid (4-{3-[(3-hydroxy-4-methyl-phenylamino)-methylene]-2-oxo-2,3-dihydro-1H-indole-6-carbonyl}-phenyl)-amide). The yield is 40665.4%. RXN SMILES: O[CH:2]=[C:3]1[C:11]2[C:6](=[CH:7][C:8]([C:12]([C:14]3[CH:19]=[CH:18][C:17]([NH:20][C:21]([C:23]4[N:24]([CH2:29][CH3:30])[N:25]=[C:26]([CH3:28])[CH:27]=4)=[O:22])=[CH:16][CH:15]=3)=[O:13])=[CH:9][CH:10]=2)[NH:5][C:4]1=[O:31].[NH2:32][C:33]1[CH:34]=[CH:35][C:36]([CH3:40])=[C:37]([OH:39])[CH:38]=1>C1COCC1>[OH:39][C:37]1[CH:38]=[C:33]([NH:32][CH:2]=[C:3]2[C:11]3[C:6](=[CH:7][C:8]([C:12]([C:14]4[CH:19]=[CH:18][C:17]([NH:20][C:21]([C:23]5[N:24]([CH2:29][CH3:30])[N:25]=[C:26]([CH3:28])[CH:27]=5)=[O:22])=[CH:16][CH:15]=4)=[O:13])=[CH:9][CH:10]=3)[NH:5][C:4]2=[O:31])[CH:34]=[CH:35][C:36]=1[CH3:40]. Procedure details: A small screw cap test tube was charged with 2-Ethyl-5-methyl-2H-pyrazole-3-carboxylic acid [4-(3-hydroxymethylene-2-oxo-2,3-dihydro-1H-indole-6-carbonyl)-phenyl]-amide (as prepared in Example 15, 100 mg, 0.240 mmol) and THF (2 mL). To the resulting solution was added 5-amino-2-methylphenol (32.5 mg, 0.1082 mmol), and the mixture was stirred for 24 h at 65° C. Subsequently, the reaction mixture was cooled to room temperature. The solid precipitate that formed was washed with ˜1 mL of i-prOH yiel... Starting materials: C1(=CC=CC=C1)C (toluene), O1CCOCC1 (dioxane), ClC=1C=C(N)C=C(C1OC(C(F)F)(F)F)Cl (3,5-dichloro-4-(1,1,2,2,-tetrafluoroethoxy)aniline), C(=O)(Cl)Cl (phosgene). Solvent: ClC1=CC=CC=C1 (chlorobenzene), ClC1=CC=CC=C1 (chlorobenzene). Product: ClC=1C=C(C=C(C1OC(C(F)F)(F)F)Cl)N=C=O (3,5-Dichloro-4-(1,1,2,2-tetrafluoroethoxy)phenylisocyanate). Reaction SMILES: [Cl:1][C:2]1[CH:3]=[C:4]([CH:6]=[C:7]([Cl:16])[C:8]=1[O:9][C:10]([F:15])([F:14])[CH:11]([F:13])[F:12])[NH2:5].C1(C)C=CC=CC=1.[C:24](Cl)(Cl)=[O:25].O1CCOCC1>ClC1C=CC=CC=1>[Cl:1][C:2]1[CH:3]=[C:4]([N:5]=[C:24]=[O:25])[CH:6]=[C:7]([Cl:16])[C:8]=1[O:9][C:10]([F:14])([F:15])[CH:11]([F:13])[F:12]. Reported procedure: 33.4 g of 3,5-dichloro-4-(1,1,2,2,-tetrafluoroethoxy)aniline are dissolved in 130 ml of chlorobenzene. With stirring, this solution is added dropwise at 22° C. to a solution consisting of 90 g of toluene containing 20% by weight of phosgene and of 100 ml of dioxane and 300 ml of chlorobenzene. The reaction mixture is stirred for 1 hour at room temperature, 1 hour at 50° C. and then 1 hour at 80° C. The reaction mixture is subsequently concentrated in a water-jet vacuum and then distilled under h... The reactants are N1CCCCC1 (piperidine), CON1C(=NC2=C1C=C(C=C2[N+](=O)[O-])[N+](=O)[O-])C(F)(F)F (1-methoxy-4,6-dinitro-2-(trifluoromethyl) benzimidazol), C(Cl)(Cl)Cl (chloroform). Solvent: CO (methanol). Reaction conditions: time 3 hour. Yields the product [N+](=O)([O-])C1=CC(=C(C=2N=C(NC21)C(F)(F)F)N2CCCCC2)[N+](=O)[O-] (4,6-DINITRO-7-PIPERIDINO-2-(TRIFLUOROMETHYL) BENZIMIDAZOLE). Reaction SMILES: CO[N:3]1[C:7]2[CH:8]=[C:9]([N+:15]([O-:17])=[O:16])[CH:10]=[C:11]([N+:12]([O-:14])=[O:13])[C:6]=2[N:5]=[C:4]1[C:18]([F:21])([F:20])[F:19].[NH:22]1[CH2:27][CH2:26][CH2:25][CH2:24][CH2:23]1.C(Cl)(Cl)Cl>CO>[N+:12]([C:11]1[C:6]2[NH:5][C:4]([C:18]([F:21])([F:20])[F:19])=[N:3][C:7]=2[C:8]([N:22]2[CH2:27][CH2:26][CH2:25][CH2:24][CH2:23]2)=[C:9]([N+:15]([O-:17])=[O:16])[CH:10]=1)([O-:14])=[O:13]. Procedure: A 450 mg. portion of 1-methoxy-4,6-dinitro-2-(trifluoromethyl) benzimidazol was dissolved in methanol, and 150mg. of piperidine was added at room temperature. The reaction mixture was constantly stirred, and the progress of the reaction was monitored by thin-layer chromatography. After about 3 hours, the solvent was evaporated under vaccum, and the residue was taken up in water and acidified to pH 3. The mixture was then extracted with ethyl acetate, and the product was isolated by chromatograph...